Dataset: the Open Reaction Database (ORD), a public repository of structured organic reaction records. Task: describe an organic reaction: reactants, conditions, products, and yield Starting materials: C(C)N1C[C@H]2CC3=C(C[C@@]2(CC1)C1=CC(=CC=C1)OC)NC(=C3C)C(=O)OCC ((±)-trans-6-ethyl-2-ethoxycarbonyl-3-methyl-8a-(3-methoxyphenyl)-4,4a,5,6,7,8,8a,9-octahydro-1H-pyrrolo[2,3-g]isoquinoline), B(Br)(Br)Br (boron tribromide). Product: C(C)N1C[C@H]2CC3=C(C[C@@]2(CC1)C1=CC(=CC=C1)O)NC(=C3C)C(=O)OCC ((±)-trans-6-Ethyl-2-ethoxycarbonyl-8a-(3-hydroxyphenyl)-3-methyl-4,4a,5,6,7,8,8a,9-octahydro-1H-pyrrolo[2,3-g]isoquinoline). Yield: 20.9%. As a reaction SMILES: [CH2:1]([N:3]1[CH2:12][CH2:11][C@:10]2([C:13]3[CH:18]=[CH:17][CH:16]=[C:15]([O:19]C)[CH:14]=3)[C@H:5]([CH2:6][C:7]3[C:23]([CH3:24])=[C:22]([C:25]([O:27][CH2:28][CH3:29])=[O:26])[NH:21][C:8]=3[CH2:9]2)[CH2:4]1)[CH3:2].B(Br)(Br)Br>>[CH2:1]([N:3]1[CH2:12][CH2:11][C@:10]2([C:13]3[CH:18]=[CH:17][CH:16]=[C:15]([OH:19])[CH:14]=3)[C@H:5]([CH2:6][C:7]3[C:23]([CH3:24])=[C:22]([C:25]([O:27][CH2:28][CH3:29])=[O:26])[NH:21][C:8]=3[CH2:9]2)[CH2:4]1)[CH3:2]. Procedure details: 0.6 g (1.5 mmol) of (±)-trans-6-ethyl-2-ethoxycarbonyl-3-methyl-8a-(3-methoxyphenyl)-4,4a,5,6,7,8,8a,9-octahydro-1H-pyrrolo[2,3-g]isoquinoline were treated with 0.84 ml (9.0 mmol) of boron tribromide as described in example 2. The crude solid was purified by flash chromatography (AcOEt/MeOH/conc. NH4OH 80:20:2), yielding 0.12 g of the title compound. M.p.=195°-197° C.